describe an organic reaction: reactants, conditions, products, and yield From a dataset of the Open Reaction Database (ORD), a public repository of structured organic reaction records. Reactants: C(C)(=O)OCC (ethyl acetate), FC1=C(C=CC(=C1)[N+](=O)[O-])O (2-fluoro-4-nitrophenol), C(C)(C)N(C(C)C)CC (N,N-diisopropylethylamine), NC1=NC=CC(=C1)Cl (2-Amino-4-chloropyridine). Run in CN1C(CCC1)=O (N-methylpyrrolidone). Conditions: temperature 160 celsius, time 41 hour. Yields the product NC1=NC=CC(=C1)OC1=C(C=C(C=C1)[N+](=O)[O-])F (2-Amino-4-(2-fluoro-4-nitrophenoxy)pyridine). Isolated yield 19.5%. As a reaction SMILES: [NH2:1][C:2]1[CH:7]=[C:6](Cl)[CH:5]=[CH:4][N:3]=1.[F:9][C:10]1[CH:15]=[C:14]([N+:16]([O-:18])=[O:17])[CH:13]=[CH:12][C:11]=1[OH:19].C(N(CC)C(C)C)(C)C.C(OCC)(=O)C>CN1CCCC1=O>[NH2:1][C:2]1[CH:7]=[C:6]([O:19][C:11]2[CH:12]=[CH:13][C:14]([N+:16]([O-:18])=[O:17])=[CH:15][C:10]=2[F:9])[CH:5]=[CH:4][N:3]=1. Procedure details: 2-Amino-4-chloropyridine (8.00 g) was dissolved in N-methylpyrrolidone (65 ml), and then 2-fluoro-4-nitrophenol (19.55 g) and N,N-diisopropylethylamine (43.36 ml) were added thereto, followed by stirring at 160° C. for 41 hrs. The reaction mixture was cooled down to room temperature, and partitioned between ethyl acetate-tetrahydrofuran (1:1) and a 2 N aqueous solution of sodium hydroxide. The organic layer was washed with water and brine in this order. The aqueous layer was extracted again with...